From a dataset of the Open Reaction Database (ORD), a public repository of structured organic reaction records. describe an organic reaction: reactants, conditions, products, and yield Reactants: BrC=1N=C(C(NC1)=O)N1CCOCC1 (5-bromo-3-morpholinopyrazin-2(1H)-one), C([O-])([O-])=O.[K+].[K+] (potassium carbonate), IC (iodomethane). Run in CN(C)C=O (DMF). Reaction conditions: time 2 hour. The product is BrC=1C=C(C(NC1)=O)N1CCOCC1 (5-bromo-3-morpholinopyridin-2(1H)-one). The yield is 91.0%. RXN SMILES: [Br:1][C:2]1N=[C:4]([N:9]2[CH2:14][CH2:13][O:12][CH2:11][CH2:10]2)[C:5](=[O:8])[NH:6][CH:7]=1.[C:15](=O)([O-])[O-].[K+].[K+].IC>CN(C=O)C>[Br:1][C:2]1[CH:15]=[C:4]([N:9]2[CH2:14][CH2:13][O:12][CH2:11][CH2:10]2)[C:5](=[O:8])[NH:6][CH:7]=1 |f:1.2.3|. Reported procedure: To a solution of 5-bromo-3-morpholinopyrazin-2(1H)-one (1.0 equiv.) in DMF (0.1 M) was added potassium carbonate (2.0 equiv.) and iodomethane (1.0 equiv.) at 0° C. and the solution was allowed to warm to room temperature and stirred for 2 hours. Upon completion, the reaction was partitioned between water and ethyl acetate, the organic phase was washed with brine, dried with sodium sulfate, filtered and concentrated. The crude material was used for the next step without further purification. Isol... Reactants: [N+](=O)([O-])C1=CC=C(C=C1)N1C2=NC=NC(=C2N=C1)N ([9-(4-nitrophenyl)-9H-purin-6-yl]amine), [H][H] (hydrogen). The reagents and catalysts are [C].[Pd] (palladium carbon). Run in CO (methanol). The product is NC1=CC=C(C=C1)N1C2=NC=NC(=C2N=C1)N ([9-(4-aminophenyl)-9H-purin-6-yl]-amine). Yield: 89.2%. As a reaction SMILES: [N+:1]([C:4]1[CH:9]=[CH:8][C:7]([N:10]2[CH:18]=[N:17][C:16]3[C:11]2=[N:12][CH:13]=[N:14][C:15]=3[NH2:19])=[CH:6][CH:5]=1)([O-])=O.[H][H]>CO.[C].[Pd]>[NH2:1][C:4]1[CH:9]=[CH:8][C:7]([N:10]2[CH:18]=[N:17][C:16]3[C:11]2=[N:12][CH:13]=[N:14][C:15]=3[NH2:19])=[CH:6][CH:5]=1 |f:3.4|. Procedure: In 1,000 mL of methanol, 13.1 g (51 mmol) of [9-(4-nitrophenyl)-9H-purin-6-yl]amine was suspended, and 1.0 g of 10% palladium carbon was added thereto and the mixture suspension was stirred at 60° C. for 22 hours in a hydrogen atmosphere. The palladium carbon was removed by Celite filtration and the filtrate was washed with 3 L of hot methanol. The methanol solution was concentrated under reduced pressure and the formed product was purified by a silica gel column (ethyl acetate:methanol=8:1) to ... Starting materials: [OH-].[Na+] (sodium hydroxide), CC1=NN(C2=NC3=CC=CC=C3C(=C21)C#N)C2=NC=CC=C2 (3-methyl-1-(2-pyridinyl)-1H-pyrazolo[3,4-b]quinoline-4-carbonitrile), S(O)(O)(=O)=O (sulfuric acid), O (water). The solvent is C(C)(=O)O (acetic acid). Product: CC1=NN(C2=NC3=CC=CC=C3C(=C21)C(=O)N)C2=NC=CC=C2 (3-Methyl-1-(2-pyridinyl)-1H-pyrazolo[3,4-b]quinoline-4-carboxamide). Yield: 44.0%. RXN SMILES: [CH3:1][C:2]1[C:14]2[C:5](=[N:6][C:7]3[C:12]([C:13]=2[C:15]#[N:16])=[CH:11][CH:10]=[CH:9][CH:8]=3)[N:4]([C:17]2[CH:22]=[CH:21][CH:20]=[CH:19][N:18]=2)[N:3]=1.S(=O)(=O)(O)[OH:24].O.[OH-].[Na+]>C(O)(=O)C>[CH3:1][C:2]1[C:14]2[C:5](=[N:6][C:7]3[C:12]([C:13]=2[C:15]([NH2:16])=[O:24])=[CH:11][CH:10]=[CH:9][CH:8]=3)[N:4]([C:17]2[CH:22]=[CH:21][CH:20]=[CH:19][N:18]=2)[N:3]=1 |f:3.4|. Reported procedure: A solution of 3-methyl-1-(2-pyridinyl)-1H-pyrazolo[3,4-b]quinoline-4-carbonitrile (0.30 g, 1.1 mmol) and conc. sulfuric acid (1.0 mL) in acetic acid (6.0 mL) was heated under reflux for 31.5 hours. The solution was allowed to cool to room temperature, and poured into iced water. The resulting solution was neutralized with an aqueous sodium hydroxide solution, and extracted with chloroform. The extract was washed with saturated brine and dried over anhydrous sodium sulfate, and the solvent was ev... The reactants are [Li+].C[Si](C)(C)[N-][Si](C)(C)C (LHMDS), O=C1C(=C(N=C(N1)N1CCCCC1)C1=CC=C(C=C1)C)C(C(=O)OC)CCC (methyl 2-(6-oxo-2-(piperidin-1-yl)-4-p-tolyl-1,6-dihydropyrimidin-5-yl)pentanoate), [Cl-].[NH4+] (ammonium chloride), C(C1=CC=CC=C1)Br (benzyl bromide). The solvent is CN(C)C=O (DMF). Conditions: time 5 minute. The product is C(C1=CC=CC=C1)N1C(=NC(=C(C1=O)C(C(=O)OC)CCC)C1=CC=C(C=C1)C)N1CCCCC1 (methyl 2-(1-benzyl-6-oxo-2-(piperidin-1-yl)-4-p-tolyl-1,6-dihydropyrimidin-5-yl)pentanoate). As a reaction SMILES: [Li+].C[Si]([N-][Si](C)(C)C)(C)C.[O:11]=[C:12]1[NH:17][C:16]([N:18]2[CH2:23][CH2:22][CH2:21][CH2:20][CH2:19]2)=[N:15][C:14]([C:24]2[CH:29]=[CH:28][C:27]([CH3:30])=[CH:26][CH:25]=2)=[C:13]1[CH:31]([CH2:36][CH2:37][CH3:38])[C:32]([O:34][CH3:35])=[O:33].[CH2:39](Br)[C:40]1[CH:45]=[CH:44][CH:43]=[CH:42][CH:41]=1.[Cl-].[NH4+]>CN(C=O)C>[CH2:39]([N:17]1[C:12](=[O:11])[C:13]([CH:31]([CH2:36][CH2:37][CH3:38])[C:32]([O:34][CH3:35])=[O:33])=[C:14]([C:24]2[CH:25]=[CH:26][C:27]([CH3:30])=[CH:28][CH:29]=2)[N:15]=[C:16]1[N:18]1[CH2:23][CH2:22][CH2:21][CH2:20][CH2:19]1)[C:40]1[CH:45]=[CH:44][CH:43]=[CH:42][CH:41]=1 |f:0.1,4.5|. Reported procedure: LHMDS (1M in THF; 2 eq) is added to a cold (−-10° C.) stirred solution of methyl 2-(6-oxo-2-(piperidin-1-yl)-4-p-tolyl-1,6-dihydropyrimidin-5-yl)pentanoate (1 eq) in dry DMF (2 mL/mmol of the limiting reagent). After stirring for 5 minutes, benzyl bromide (2 eq) is added and the reaction mixture is stirred at room temperature for 18 hours. A saturated solution of ammonium chloride is then added and the aqueous layer is extracted with ethyl acetate. The organic layer is dried over magnesium sulph... Starting materials: CCOC(=O)CC1CN=C(c2cc3cc(OC(F)(F)F)cc(N(C)S(=O)(=O)c4cccs4)c3[nH]2)S1, CCO, [Na+], C1CCOC1, [OH-], O=C(O)CC(O)(CC(=O)O)C(=O)O. Product: CN(c1cc(OC(F)(F)F)cc2cc(C3=NCC(CC(=O)O)S3)[nH]c12)S(=O)(=O)c1cccs1. As a reaction SMILES: [CH3:1][N:2]([c:3]1[cH:4][c:5]([O:23][C:24]([F:25])([F:26])[F:27])[cH:6][c:7]2[cH:8][c:9]([C:12]3=[N:16][CH2:15][CH:14]([CH2:17][C:18](=[O:19])[O:20][CH2:21][CH3:22])[S:13]3)[nH:10][c:11]12)[S:28](=[O:29])(=[O:30])[c:31]1[s:32][cH:33][cH:34][cH:35]1.[CH3:56][CH2:57][OH:58].[Na+:37].[O:38]1[CH2:39][CH2:40][CH2:41][CH2:42]1.[OH-:36].[OH:43][C:44]([CH2:45][C:46]([C:47](=[O:48])[OH:49])([CH2:50][C:51](=[O:52])[OH:53])[OH:54])=[O:55]>>[CH3:1][N:2]([c:3]1[cH:4][c:5]([O:23][C:24]([F:25])([F:26])[F:27])[cH:6][c:7]2[cH:8][c:9]([C:12]3=[N:16][CH2:15][CH:14]([CH2:17][C:18](=[O:19])[OH:20])[S:13]3)[nH:10][c:11]12)[S:28](=[O:29])(=[O:30])[c:31]1[s:32][cH:33][cH:34][cH:35]1. Procedure details: 4'-[2-(1-Piperidyl)ethoxy]-N-phenylbenzanilide [IA; R is C6H5, Ar is -C6H4 -(p), Y is CH2CH2, N=Z is N(CH2)5, n is O, Ar' is C6H5 ] was prepared from 11.5 g. of 4'-hydroxy-N-phenylbenzanilide and 2-(1-piperidyl)ethyl chloride in the presence of sodium methoxide according to the procedure of Example 1. The product was recrystallized from benzene-hexane to give 4'-]2-(1-piperidyl)ethoxy]-N-phenylbenzanilide, colorless solid, m.p. 78.5°-82.5°C.; cyclohexanesulfamic acid salt form, m.p. 151.5°-157.5... The product is C1(=CC=CC=C1)N(C1=CC=CC=C1)C(C1=CC=CC=C1)=O (N-phenylbenzanilide). Reaction SMILES: N1(CCO[C:10]2[CH:30]=[CH:29][C:13]([N:14]([C:23]3[CH:28]=[CH:27][CH:26]=[CH:25][CH:24]=3)[C:15](=[O:22])[C:16]3[CH:21]=[CH:20][CH:19]=[CH:18][CH:17]=3)=[CH:12][CH:11]=2)CCCCC1.OC1C=CC(N(C2C=CC=CC=2)C(=O)C2C=CC=CC=2)=CC=1.N1(CCCl)CCCCC1.C[O-].[Na+]>>[C:13]1([N:14]([C:15](=[O:22])[C:16]2[CH:21]=[CH:20][CH:19]=[CH:18][CH:17]=2)[C:23]2[CH:28]=[CH:27][CH:26]=[CH:25][CH:24]=2)[CH:12]=[CH:11][CH:10]=[CH:30][CH:29]=1 |f:3.4|. Reactants: N1(CCCCC1)CCOC1=CC=C(N(C(C2=CC=CC=C2)=O)C2=CC=CC=C2)C=C1 (4'-[2-(1-Piperidyl)ethoxy]-N-phenylbenzanilide), C[O-].[Na+] (sodium methoxide), OC1=CC=C(N(C(C2=CC=CC=C2)=O)C2=CC=CC=C2)C=C1 (4'-hydroxy-N-phenylbenzanilide), N1(CCCCC1)CCCl (2-(1-piperidyl)ethyl chloride). The reactants are CC(O)=S, O=C([O-])[O-], O=C(NC(C(=O)NCc1ccccc1)C(=O)NCc1ccccc1)C(Br)Cc1ccccc1, CN(C)C=O, [Cs+], [Cs+], O. Product: CC(=S)C(Cc1ccccc1)C(=O)NC(C(=O)NCc1ccccc1)C(=O)NCc1ccccc1. Reaction SMILES: [C:34]([CH3:35])(=[S:36])[OH:37].[C:38](=[O:39])([O-:40])[O-:41].[CH2:1]([c:2]1[cH:3][cH:4][cH:5][cH:6][cH:7]1)[NH:8][C:9]([CH:10]([C:11](=[O:12])[NH:13][CH2:14][c:15]1[cH:16][cH:17][cH:18][cH:19][cH:20]1)[NH:21][C:22]([CH:23]([CH2:24][c:25]1[cH:26][cH:27][cH:28][cH:29][cH:30]1)[Br:31])=[O:32])=[O:33].[CH3:44][N:45]([CH3:46])[CH:47]=[O:48].[Cs+:42].[Cs+:43].[OH2:49]>>[CH2:1]([c:2]1[cH:3][cH:4][cH:5][cH:6][cH:7]1)[NH:8][C:9]([CH:10]([C:11](=[O:12])[NH:13][CH2:14][c:15]1[cH:16][cH:17][cH:18][cH:19][cH:20]1)[NH:21][C:22]([CH:23]([CH2:24][c:25]1[cH:26][cH:27][cH:28][cH:29][cH:30]1)[C:34]([CH3:35])=[S:36])=[O:32])=[O:33]. Reaction SMILES: [O:1]1[C:5]2[CH:6]=[CH:7][CH:8]=[CH:9][C:4]=2[C:3]([CH2:10][CH2:11][C:12]#N)=[N:2]1.CC[O:16][CH2:17]C.C[OH:20]>>[O:1]1[C:5]2[CH:6]=[CH:7][CH:8]=[CH:9][C:4]=2[C:3]([CH2:10][CH2:11][C:12]([O:16][CH3:17])=[O:20])=[N:2]1. Reported procedure: The nitrile was dissolved in methanol (200 ml) and HCI-saturated ether (200 ml) was added followed by stirring for 16 h at room temperature. The reaction mixture was concentrated in vacuo, water and ether added, and the phases separated. Drying of the ether phase over magnesium sulfate and removal of solvent in vacuo gave methyl 3-(1,2-benzisoxazol-3-yl)propionate (13 g) as an oil. Reactants: O1N=C(C2=C1C=CC=C2)CCC#N (3-(1,2-benzisoxazol-3-yl)propionitrile), CO (methanol), CCOCC (ether). Run at time 16 hour. Product: O1N=C(C2=C1C=CC=C2)CCC(=O)OC (methyl 3-(1,2-benzisoxazol-3-yl)propionate). Reactants: N#CCCCBr, O=C([O-])[O-], CCCCO, C1COCCO1, [I-], [K+], [K+], [K+], c1ccc(C2(c3ccccc3)CCNCC2)cc1. Product: N#CCCCN1CCC(c2ccccc2)(c2ccccc2)CC1. Reaction SMILES: [Br:19][CH2:20][CH2:21][CH2:22][C:23]#[N:24].[C:25](=[O:26])([O-:27])[O-:28].[CH2:33]([OH:34])[CH2:35][CH2:36][CH3:37].[CH2:38]1[O:39][CH2:40][CH2:41][O:42][CH2:43]1.[I-:32].[K+:29].[K+:30].[K+:31].[c:1]1([C:7]2([c:13]3[cH:14][cH:15][cH:16][cH:17][cH:18]3)[CH2:8][CH2:9][NH:10][CH2:11][CH2:12]2)[cH:2][cH:3][cH:4][cH:5][cH:6]1>>[c:1]1([C:7]2([c:13]3[cH:14][cH:15][cH:16][cH:17][cH:18]3)[CH2:8][CH2:9][N:10]([CH2:20][CH2:21][CH2:22][C:23]#[N:24])[CH2:11][CH2:12]2)[cH:2][cH:3][cH:4][cH:5][cH:6]1. The reactants are CCOC(=O)CBr, O=C([O-])[O-], CN(C)C=O, O=c1c2ccc(O)c(Cl)c2oc2cccc(F)c12, [K+], [K+], O. Product: CCOC(=O)COc1ccc2c(=O)c3c(F)cccc3oc2c1Cl. Reaction SMILES: [Br:25][CH2:26][C:27](=[O:28])[O:29][CH2:30][CH3:31].[C:19](=[O:20])([O-:21])[O-:22].[CH3:32][N:33]([CH3:34])[CH:35]=[O:36].[Cl:1][c:2]1[c:3]([OH:18])[cH:4][cH:5][c:6]2[c:7](=[O:17])[c:8]3[c:9]([F:16])[cH:10][cH:11][cH:12][c:13]3[o:14][c:15]12.[K+:23].[K+:24].[OH2:37]>>[Cl:1][c:2]1[c:3]([O:18][CH2:26][C:27](=[O:28])[O:29][CH2:30][CH3:31])[cH:4][cH:5][c:6]2[c:7](=[O:17])[c:8]3[c:9]([F:16])[cH:10][cH:11][cH:12][c:13]3[o:14][c:15]12.